From a dataset of the Open Reaction Database (ORD), a public repository of structured organic reaction records. describe an organic reaction: reactants, conditions, products, and yield Reported procedure: A solution of anhydrous methanol (0.04 ml, 1.0 mmol), N-,N′-,N″-tri-Boc-guanidine (1.80 g, 5.0 mmol), and triphenylphoshine (393 mg, 1.5 mmol) in anhydrous THF (50 ml) is cooled to −5° C. under an atmosphere of argon. Diethylazodicarboxylate (DEAD, 0.22 ml, 1.5 mmol) is added dropwise at a rate such that the reaction mixture is completely colorless before addition of the next drop. After the addition is completed, the reaction mixture is refluxed for 15 h. The solution is then cooled to room tem... RXN SMILES: CO.[C:3]([NH:10][C:11]([NH:20][C:21]([O:23][C:24]([CH3:27])([CH3:26])[CH3:25])=[O:22])=[N:12][C:13]([O:15][C:16]([CH3:19])([CH3:18])[CH3:17])=[O:14])([O:5][C:6]([CH3:9])([CH3:8])[CH3:7])=[O:4].[C:28]1(P(C2C=CC=CC=2)C2C=CC=CC=2)C=CC=CC=1.CCOC(/N=N/C(OCC)=O)=O>C1COCC1>[CH3:28][N:12]([C:13]([O:15][C:16]([CH3:17])([CH3:18])[CH3:19])=[O:14])[C:11]([NH:20][C:21]([O:23][C:24]([CH3:27])([CH3:26])[CH3:25])=[O:22])=[N:10][C:3]([O:5][C:6]([CH3:9])([CH3:8])[CH3:7])=[O:4]. Reactants: CCOC(=O)/N=N/C(=O)OCC (Diethylazodicarboxylate), CO (methanol), C(=O)(OC(C)(C)C)NC(=NC(=O)OC(C)(C)C)NC(=O)OC(C)(C)C (N-,N′-,N″-tri-Boc-guanidine), C1(=CC=CC=C1)P(C1=CC=CC=C1)C1=CC=CC=C1 (triphenylphoshine). Product: CN(C(=NC(=O)OC(C)(C)C)NC(=O)OC(C)(C)C)C(=O)OC(C)(C)C (N-Methyl-N-,N′-,N″-Tri-Boc-Guanidine). The solvent is C1CCOC1 (THF), hexanes. Reactants: C(C1=CC=CC=C1)OCC(CO)(CO)CC(C)(C)C (2-Benzyloxymethyl-2-(2,2-dimethylpropyl)-propan-1,3-diol), N (ammonia), [Cl-].[NH4+] (ammonium chloride), [Na] (Sodium). Run in C(C)OCC (diethyl ether). Product: CC(CC(CO)(CO)CO)(C)C (2-(2,2-Dimethylpropyl)-2-hydroxymethyl-propan-1,3-diol). As a reaction SMILES: C([O:8][CH2:9][C:10]([CH2:15][C:16]([CH3:19])([CH3:18])[CH3:17])([CH2:13][OH:14])[CH2:11][OH:12])C1C=CC=CC=1.N.[Na].[Cl-].[NH4+]>C(OCC)C>[CH3:17][C:16]([CH3:19])([CH3:18])[CH2:15][C:10]([CH2:9][OH:8])([CH2:13][OH:14])[CH2:11][OH:12] |f:3.4,^1:20|. Procedure details: 2-Benzyloxymethyl-2-(2,2-dimethylpropyl)-propan-1,3-diol (5.5 g.) in dry diethyl ether (50 ml.) was added to liquid ammonia (200 ml.) at -70°. Sodium (2.5 g.) was added to the stirred solution. Stirring was maintained at -70°, for 1 hour. The mixture was allowed to warm up to -30° and solid ammonium chloride (15 g.) was added cautiously. The ammonia was removed from the reaction mixture under a current of nitrogen. Methanol (25 ml.) was added to the stirred mixture to destroy residual sodium. Di...